From a dataset of the Open Reaction Database (ORD), a public repository of structured organic reaction records. describe an organic reaction: reactants, conditions, products, and yield The reactants are ClC1=NC=NC2=CC(=C(C=C12)OC)OCCCN(S(=O)(=O)C)C (4-chloro-6-methoxy-7-(3-(N-methyl-N-methylsulphonylamino)propoxy)quinazoline), C([O-])([O-])=O.[K+].[K+] (potassium carbonate), OC=1C=C2C=CNC2=CC1 (5-hydroxyindole). Solvent: CN(C)C=O (DMF). Run at temperature 100 celsius, time 5 hour. The product is N1C=CC2=CC(=CC=C12)OC1=NC=NC2=CC(=C(C=C12)OC)OCCCN(S(=O)(=O)C)C (4-(indol-5-yloxy)-6-methoxy-7-(3-(N-methyl-N-methylsulphonylamino)propoxy)quinazoline). Isolated yield 16.9%. As a reaction SMILES: Cl[C:2]1[C:11]2[C:6](=[CH:7][C:8]([O:14][CH2:15][CH2:16][CH2:17][N:18]([CH3:23])[S:19]([CH3:22])(=[O:21])=[O:20])=[C:9]([O:12][CH3:13])[CH:10]=2)[N:5]=[CH:4][N:3]=1.C(=O)([O-])[O-].[K+].[K+].[OH:30][C:31]1[CH:32]=[C:33]2[C:37](=[CH:38][CH:39]=1)[NH:36][CH:35]=[CH:34]2>CN(C=O)C>[NH:36]1[C:37]2[C:33](=[CH:32][C:31]([O:30][C:2]3[C:11]4[C:6](=[CH:7][C:8]([O:14][CH2:15][CH2:16][CH2:17][N:18]([CH3:23])[S:19]([CH3:22])(=[O:21])=[O:20])=[C:9]([O:12][CH3:13])[CH:10]=4)[N:5]=[CH:4][N:3]=3)=[CH:39][CH:38]=2)[CH:34]=[CH:35]1 |f:1.2.3|. Reported procedure: A mixture of 4-chloro-6-methoxy-7-(3-(N-methyl-N-methylsulphonylamino)propoxy)quinazoline (360 mg, 1.00 mmol), potassium carbonate (215 mg, 1.56 mmol) and 5-hydroxyindole (147 mg, 1.10 mmol) in DMF (8.0 ml) was stirred at 100° C. for 5 hours and allowed to cool to ambient temperature. The solvent was removed by evaporation and the residue purified by silica column chromatography eluting with methanol (2.5 to 5%) in dichloromethane. The resulting solid was recrystallised from ethyl acetate, filte...